Dataset: the Open Reaction Database (ORD), a public repository of structured organic reaction records. Task: describe an organic reaction: reactants, conditions, products, and yield Reactants: Cl (hydrochloric acid), C(C)O (ethanol), [OH-].[Na+] (sodium hydroxide), C(C)OC(COC1=C(C=C(C=C1)SC1=CC(=CC(=C1)C#CC1=CC=CC=C1)OCC1CCCC1)C)=O ([4-(3-Cyclopentylmethoxy-5-phenylethynyl-phenylsulfanyl)-2-methyl-phenoxy]-acetic acid ethyl ester). Run in C1CCOC1 (THF). RXN SMILES: C([O:3][C:4](=[O:36])[CH2:5][O:6][C:7]1[CH:12]=[CH:11][C:10]([S:13][C:14]2[CH:19]=[C:18]([C:20]#[C:21][C:22]3[CH:27]=[CH:26][CH:25]=[CH:24][CH:23]=3)[CH:17]=[C:16]([O:28][CH2:29][CH:30]3[CH2:34][CH2:33][CH2:32][CH2:31]3)[CH:15]=2)=[CH:9][C:8]=1[CH3:35])C.C(O)C.[OH-].[Na+].Cl>C1COCC1>[CH:30]1([CH2:29][O:28][C:16]2[CH:15]=[C:14]([S:13][C:10]3[CH:11]=[CH:12][C:7]([O:6][CH2:5][C:4]([OH:36])=[O:3])=[C:8]([CH3:35])[CH:9]=3)[CH:19]=[C:18]([C:20]#[C:21][C:22]3[CH:27]=[CH:26][CH:25]=[CH:24][CH:23]=3)[CH:17]=2)[CH2:34][CH2:33][CH2:32][CH2:31]1 |f:2.3|. Run at time 30 minute. Yields the product C1(CCCC1)COC=1C=C(C=C(C1)C#CC1=CC=CC=C1)SC1=CC(=C(OCC(=O)O)C=C1)C ([4-(3-Cyclopentylmethoxy-5-phenylethynyl-phenylsulfanyl)-2-methyl-phenoxy]-acetic Acid). Procedure details: {[4-(3-Cyclopentylmethoxy-5-phenylethynyl-phenylsulfanyl)-2-methyl-phenoxy]-acetic acid ethyl ester (200 mg; 0.40 mmol) was dissolved in THF (2 mL), ethanol (4 mL), and aqueous 1 N sodium hydroxide (3 mL) was added. The reaction mixture was stirred for 30 min. acidified with 1 N aqueous hydrochloric acid and extracted with ethyl acetate. The organic phase was dried and evaporated to dryness. Yield: 146 mg (78%). HPLC-MS: m/z: 472.9 (M)+; Rt: 3.03 min.